From a dataset of the Open Reaction Database (ORD), a public repository of structured organic reaction records. describe an organic reaction: reactants, conditions, products, and yield Reactants: CN=C=S, CCO, Cl, NCCSCc1ccsn1. Product: CNC(=S)NCCSCc1ccsn1. As a reaction SMILES: [CH3:12][N:13]=[C:14]=[S:15].[CH3:16][CH2:17][OH:18].[ClH:1].[NH2:2][CH2:3][CH2:4][S:5][CH2:6][c:7]1[n:8][s:9][cH:10][cH:11]1>>[NH:2]([CH2:3][CH2:4][S:5][CH2:6][c:7]1[n:8][s:9][cH:10][cH:11]1)[C:14]([NH:13][CH3:12])=[S:15]. The reactants are C(CC1=CC=CC=C1)N1C=NC=C1 (1-phenethylimidazole), C(CCC)[Li] (butyl lithium), ClC1=CC=C(C(=O)C2=CC=CC=C2)C=C1 (4-chlorobenzophenone), CCCCCC (n-hexane), ice water. Procedure details: A solution of 20 ml. 20% butyl lithium in n-hexane (0.043 mol) in 30 ml. of diethyl ether was added dropwise under a nitrogen atmosphere to a solution of 5.5 g (0.032 mol) of 1-phenethylimidazole (J. Am. Chem. Soc., 71, 4000 (1949)) in 100 ml. of diethyl ether. After the addition was completed, the reaction mixture was stirred for another hour at room temperature. Then a solution of 7.8 g (0.036 mol) of 4-chlorobenzophenone in 75 ml. of anhydrous diethyl ether was added dropwise. The reaction mi... RXN SMILES: [CH2:1]([Li])[CH2:2][CH2:3][CH3:4].[CH3:6][CH2:7][CH2:8][CH2:9]CC.[CH2:12]([N:20]1[CH:24]=[CH:23][N:22]=C1)[CH2:13][C:14]1[CH:19]=[CH:18][CH:17]=[CH:16][CH:15]=1.ClC1C=CC(C(C2C=CC=CC=2)=[O:31])=CC=1>C(OCC)C>[CH2:1]([C:23]1[N:22]=[C:12]([CH:13]([C:14]2[CH:15]=[CH:16][CH:17]=[CH:18][CH:19]=2)[OH:31])[NH:20][CH:24]=1)[CH2:2][C:3]1[CH:4]=[CH:9][CH:8]=[CH:7][CH:6]=1. Product: C(CC1=CC=CC=C1)C=1N=C(NC1)C(O)C1=CC=CC=C1 (phenethyl-α-phenylimidazole-2-methanol). Run in C(C)OCC (diethyl ether), C(C)OCC (diethyl ether), C(C)OCC (diethyl ether). Reactants: Cl (HCl), C(C)(C)(C)OC(=O)N1[C@@H](CCCCC1)C(NC1=NOC(=C1)C(C)(C)C)=O ((S)-2-(5-tert-butyl-isoxazol-3-ylcarbamoyl)-perhydro-azepine-1-carboxylic acid tert-butyl ester). Solvent: O1CCOCC1 (dioxane), C(Cl)Cl (DCM). Conditions: temperature 0 celsius, time 3 hour. Yields the product Cl.C(C)(C)(C)C1=CC(=NO1)NC(=O)[C@H]1NCCCCC1 ((S)-Perhydro-azepine-2-carboxylic acid (5-tert-butyl-isoxazol-3-yl)-amide hydrochloride). As a reaction SMILES: [ClH:1].C(OC([N:9]1[CH2:15][CH2:14][CH2:13][CH2:12][CH2:11][C@H:10]1[C:16](=[O:27])[NH:17][C:18]1[CH:22]=[C:21]([C:23]([CH3:26])([CH3:25])[CH3:24])[O:20][N:19]=1)=O)(C)(C)C>O1CCOCC1.C(Cl)Cl>[ClH:1].[C:23]([C:21]1[O:20][N:19]=[C:18]([NH:17][C:16]([C@@H:10]2[CH2:11][CH2:12][CH2:13][CH2:14][CH2:15][NH:9]2)=[O:27])[CH:22]=1)([CH3:26])([CH3:24])[CH3:25] |f:4.5|. Procedure details: HCl in dioxane (10.0 mL) is added slowly at 0° C. to a solution of (S)-2-(5-tert-butyl-isoxazol-3-ylcarbamoyl)-perhydro-azepine-1-carboxylic acid tert-butyl ester (0.70 g, 1.90 mmol) in DCM (15.0 mL). After stirring the reaction mixture at 0° C. for 3 hours, the solvent is removed under reduced pressure to afford the title product that is used in the next step without further purification. The reactants are COC(CC(C1=CC=CC=C1)C1=CC(=C(C=C1)OC)S(N=C(N)N)(=O)=O)=O (3-[3-(diaminomethylene-sulfamoyl)-4-methoxy-phenyl]-3-phenyl-propionic acid methyl ester), Cl (HCl), [Li+].[OH-] (LiOH). The solvent is CO (MeOH), O (water). Reaction conditions: time 8 hour. Yields the product NC(N)=NS(=O)(=O)C=1C=C(C=CC1OC)C(CC(=O)O)C1=CC=CC=C1 (3-[3-(Diaminomethylene-sulfamoyl)-4-methoxy-phenyl]-3-phenyl-propionic acid). As a reaction SMILES: C[O:2][C:3](=[O:27])[CH2:4][CH:5]([C:12]1[CH:17]=[CH:16][C:15]([O:18][CH3:19])=[C:14]([S:20](=[O:26])(=[O:25])[N:21]=[C:22]([NH2:24])[NH2:23])[CH:13]=1)[C:6]1[CH:11]=[CH:10][CH:9]=[CH:8][CH:7]=1.[Li+].[OH-].Cl>CO.O>[NH2:24][C:22](=[N:21][S:20]([C:14]1[CH:13]=[C:12]([CH:5]([C:6]2[CH:7]=[CH:8][CH:9]=[CH:10][CH:11]=2)[CH2:4][C:3]([OH:27])=[O:2])[CH:17]=[CH:16][C:15]=1[O:18][CH3:19])(=[O:25])=[O:26])[NH2:23] |f:1.2|. Reported procedure: To a solution of 3-[3-(diaminomethylene-sulfamoyl)-4-methoxy-phenyl]-3-phenyl-propionic acid methyl ester (400 mg, 1.02 mmol) in a mixture of MeOH and water (30 mL of 1:1 solution) is added LiOH (73 mg, 3.06 mmol). The reaction mixture is stirred at RT overnight. 1 M aqueous HCl is added to neutralise the reaction mixture. The resulting solid is collected by filtration and dried under vacuum to afford the title compound that is used without further purification. Starting materials: COC=1C(=NC=CC1)CS(=O)CCN (3-methoxy-2-(2-aminoethylsulphinylmethyl)-pyridine), CSC(=C[N+](=O)[O-])S(=O)C (1-methylthio-1-methylsulphinyl-2-nitroethylene). Yields the product CSC(=C[N+](=O)[O-])NCCS(=O)CC1=NC=CC=C1OC (1-methylthio-2-nitro-1-[2-((3-methoxy-2-pyridyl)methylsulphinyl)ethylamino]ethylene). As a reaction SMILES: [CH3:1][O:2][C:3]1[C:4]([CH2:9][S:10]([CH2:12][CH2:13][NH2:14])=[O:11])=[N:5][CH:6]=[CH:7][CH:8]=1.[CH3:15][S:16][C:17](S(C)=O)=[CH:18][N+:19]([O-:21])=[O:20]>>[CH3:15][S:16][C:17]([NH:14][CH2:13][CH2:12][S:10]([CH2:9][C:4]1[C:3]([O:2][CH3:1])=[CH:8][CH:7]=[CH:6][N:5]=1)=[O:11])=[CH:18][N+:19]([O-:21])=[O:20]. Reported procedure: Reaction of 3-methoxy-2-(2-aminoethylsulphinylmethyl)-pyridine with 1-methylthio-1-methylsulphinyl-2-nitroethylene yields 1-methylthio-2-nitro-1-[2-((3-methoxy-2-pyridyl)methylsulphinyl)ethylamino]ethylene which, when reacted with 4-(4-aminobutyl)imidazole yields 1-nitro-2-[2-((3-methoxy-2-pyridyl)methylsulphinyl)ethylamino]-2-[4-(4-imidazolyl)butylamino]ethylene. Starting materials: BrCCCCCBr, O=C([O-])[O-], CC(C)(C)[SiH2]OC(C)(C)c1cc(=O)c(O)co1, [Cs+], [Cs+], CN(C)C=O. Yields the product CC(C)(C)[SiH2]OC(C)(C)c1cc(=O)c(OCCCCCBr)co1. Reaction SMILES: [Br:24][CH2:25][CH2:26][CH2:27][CH2:28][CH2:29][Br:30].[C:18](=[O:19])([O-:20])[O-:21].[C:1]([CH3:2])([CH3:3])([CH3:4])[SiH2:5][O:6][C:7]([c:8]1[o:9][cH:10][c:11]([OH:15])[c:12](=[O:14])[cH:13]1)([CH3:16])[CH3:17].[Cs+:22].[Cs+:23].[O:31]=[CH:32][N:33]([CH3:34])[CH3:35]>>[C:1]([CH3:2])([CH3:3])([CH3:4])[SiH2:5][O:6][C:7]([c:8]1[o:9][cH:10][c:11]([O:15][CH2:29][CH2:28][CH2:27][CH2:26][CH2:25][Br:24])[c:12](=[O:14])[cH:13]1)([CH3:16])[CH3:17].